From a dataset of the Open Reaction Database (ORD), a public repository of structured organic reaction records. describe an organic reaction: reactants, conditions, products, and yield The reactants are C1CCNCC1, Cc1ccccc1, O=C1CSC(NCc2ccc(F)cc2Cl)=N1, O=C(O)c1ccccc1, O=Cc1ccc2ncccc2n1. Product: O=C1N=C(NCc2ccc(F)cc2Cl)SC1=Cc1ccc2ncccc2n1. Reaction SMILES: [CH2:38]1[CH2:39][CH2:40][NH:41][CH2:42][CH2:43]1.[CH3:44][c:45]1[cH:46][cH:47][cH:48][cH:49][cH:50]1.[Cl:1][c:2]1[c:3]([CH2:4][NH:5][C:6]2=[N:10][C:9](=[O:11])[CH2:8][S:7]2)[cH:12][cH:13][c:14]([F:16])[cH:15]1.[OH:29][C:30]([c:31]1[cH:32][cH:33][cH:34][cH:35][cH:36]1)=[O:37].[n:17]1[cH:18][cH:19][cH:20][c:21]2[n:22][c:23]([CH:27]=[O:28])[cH:24][cH:25][c:26]12>>[Cl:1][c:2]1[c:3]([CH2:4][NH:5][C:6]2=[N:10][C:9](=[O:11])[C:8](=[CH:27][c:23]3[n:22][c:21]4[cH:20][cH:19][cH:18][n:17][c:26]4[cH:25][cH:24]3)[S:7]2)[cH:12][cH:13][c:14]([F:16])[cH:15]1.